From a dataset of the Open Reaction Database (ORD), a public repository of structured organic reaction records. describe an organic reaction: reactants, conditions, products, and yield Reactants: CCC(N)(O)C(=O)OC(C)(C)C, CC(=O)Oc1ccccc1C(=O)O, CCOC(C)=O, CN(C)c1ccncc1, ClCCl, Cl, N=C=N, C1COCCO1. Yields the product CCC(N)(O)C(=O)OC(C)(C)C, CC(=O)Oc1ccccc1C(=O)O. RXN SMILES: [C:1]([CH3:2])([CH3:3])([CH3:4])[O:5][C:6](=[O:7])[C:8]([CH2:9][CH3:10])([OH:11])[NH2:12].[CH3:13][C:14](=[O:15])[O:16][c:17]1[cH:18][cH:19][cH:20][cH:21][c:22]1[C:23]([OH:24])=[O:25].[CH3:30][CH2:31][O:32][C:33](=[O:34])[CH3:35].[CH3:36][N:37]([c:38]1[cH:39][cH:40][n:41][cH:42][cH:43]1)[CH3:44].[Cl:51][CH2:52][Cl:53].[ClH:26].[NH:27]=[C:28]=[NH:29].[O:45]1[CH2:46][CH2:47][O:48][CH2:49][CH2:50]1>>[C:1]([CH3:2])([CH3:3])([CH3:4])[O:5][C:6](=[O:7])[C:8]([CH2:9][CH3:10])([OH:11])[NH2:12].[CH3:13][C:14](=[O:15])[O:16][c:17]1[cH:18][cH:19][cH:20][cH:21][c:22]1[C:23](=[O:24])[OH:25]. Reactants: C(#N)C=1C=C(CN2CCN(CC2)C2=CC=C(C=C2)[N+](=O)[O-])C=CC1 (1-(3-cyano-benzyl)-4-(4-nitro-phenyl)-piperazine), SnC2.2H2O. Run in CCO (EtOH), C1CCOC1 (THF). Reaction conditions: temperature 55 celsius. Yields the product C(#N)C=1C=C(CN2CCN(CC2)C2=CC=C(C=C2)N)C=CC1 (4-[4-(3-Cyano-benzyl)-piperazin-1-yl]-phenylamine). Yield: 85.9%. As a reaction SMILES: [C:1]([C:3]1[CH:4]=[C:5]([CH:22]=[CH:23][CH:24]=1)[CH2:6][N:7]1[CH2:12][CH2:11][N:10]([C:13]2[CH:18]=[CH:17][C:16]([N+:19]([O-])=O)=[CH:15][CH:14]=2)[CH2:9][CH2:8]1)#[N:2]>CCO.C1COCC1>[C:1]([C:3]1[CH:4]=[C:5]([CH:22]=[CH:23][CH:24]=1)[CH2:6][N:7]1[CH2:12][CH2:11][N:10]([C:13]2[CH:18]=[CH:17][C:16]([NH2:19])=[CH:15][CH:14]=2)[CH2:9][CH2:8]1)#[N:2]. Procedure: To a stirred solution of 1-(3-cyano-benzyl)-4-(4-nitro-phenyl)-piperazine (52 g) in EtOH (1.2 L) and THF (300 mL) was added portionwise SnC2.2H2O (145.6 g) at room temperature and the mixture was heated at 55° C. for 16 hours. After evaporation of the solvents, the residue was taken in water, basified with NaOH at pH 14 and extracted with CH2Cl2. The organic layer was then washed with water, dried over Na2SO4, and evaporated. The residue was cristallized from disopropyl ether to give the title c... The reactants are [H-].[Na+] (Sodium hydride), C(C)(C)(C)C([C@@H]1[C@H]([C@H]([C@@H](O1)N1C(N=C2C(=N)N=CN=C12)=[SiH2])O)OC(C)(C)C)O (5′,3′-O-di-tert-butylsilanediyladenosine), COS(=O)(=O)OC (dimethylsulfate). Run in C1(=CC=CC=C1)C (toluene), C1(=CC=CC=C1)C (toluene), CN1C(CCC1)=O (1-methyl-2-pyrrolidinone), CN(C)C=O (DMF). Conditions: temperature -35 celsius. The product is C(C)(C)(C)C([C@@H]1[C@H]([C@H]([C@@H](O1)N1C(N=C2C(=N)N=CN=C12)=[SiH2])OC)OC(C)(C)C)O (5′,3′-O-di-tert-butylsilanediyl-2′-O-methyladenosine). Yield: 60.0%. As a reaction SMILES: [C:1]([CH:5]([OH:28])[C@H:6]1[O:10][C@@H:9]([N:11]2[C:20]3[C:14]([C:15]([N:17]=[CH:18][N:19]=3)=[NH:16])=[N:13][C:12]2=[SiH2:21])[C@H:8]([OH:22])[C@@H:7]1[O:23][C:24]([CH3:27])([CH3:26])[CH3:25])([CH3:4])([CH3:3])[CH3:2].[CH3:29]OS(OC)(=O)=O.[H-].[Na+]>CN1CCCC1=O.CN(C=O)C.C1(C)C=CC=CC=1>[C:1]([CH:5]([OH:28])[C@H:6]1[O:10][C@@H:9]([N:11]2[C:20]3[C:14]([C:15]([N:17]=[CH:18][N:19]=3)=[NH:16])=[N:13][C:12]2=[SiH2:21])[C@H:8]([O:22][CH3:29])[C@@H:7]1[O:23][C:24]([CH3:27])([CH3:26])[CH3:25])([CH3:4])([CH3:2])[CH3:3] |f:2.3|. Reported procedure: Compound (72) (35.9 g, 88.1 mmol) was dissolved in mixture of 1-methyl-2-pyrrolidinone (60 ml) and DMF (240 ml) at 80° C. The resulting solution was cooled to −35° C. and dimethylsulfate (20.9 ml, 220.4 mmol) was added. Sodium hydride (5.99 g as 60% suspension in mineral oil, 149.8 mmol) was washed with ca. 75 ml of toluene and then suspended in toluene (approximately 15 ml). The resulting suspension was added to the reaction mixture dropwise via syringe while stirring. The reaction was allowed ...